This data is from the Open Reaction Database (ORD), a public repository of structured organic reaction records. The task is: describe an organic reaction: reactants, conditions, products, and yield Starting materials: C(=O)C1=CC=C(OC(C(=O)OCCCC)C)C=C1 (butyl 2-(4-formylphenoxy)propionate), C1(=CC=CC=C1)C (toluene), C(C)(=O)OO (peracetic acid). Solvent: O (water). The product is OC1=CC=C(OC(C(=O)OCCCC)C)C=C1 (butyl 2-(4-hydroxyphenoxy)propionate). The yield is 81.9%. RXN SMILES: C([C:3]1[CH:18]=[CH:17][C:6]([O:7][CH:8]([CH3:16])[C:9]([O:11][CH2:12][CH2:13][CH2:14][CH3:15])=[O:10])=[CH:5][CH:4]=1)=O.C1(C)C=CC=CC=1.C(OO)(=[O:28])C>O>[OH:28][C:3]1[CH:18]=[CH:17][C:6]([O:7][CH:8]([CH3:16])[C:9]([O:11][CH2:12][CH2:13][CH2:14][CH3:15])=[O:10])=[CH:5][CH:4]=1. Reported procedure: While stirring a mixture of 25 g of butyl 2-(4-formylphenoxy)propionate and 75 g of toluene at room temperature, 22.8 g of 40% peracetic acid was dropwise added. After stirring at 20° to 30° C. for 2 hours and at 50° C. for 2 hours, 2.0 g of water was added, and the mixture was stirred for 2 hours. The reaction mixture was cooled to room temperature and subjected to the same after-treatment as in Example 1, whereby 19.5 g of butyl 2-(4-hydroxyphenoxy)propionate was obtained as a colorless transp... The reactants are OC1=CC(=NC=C1C(=O)O)C (4-hydroxy-6-methyl-nicotinic acid), ClN1C(CCC1=O)=O (N-chlorosuccinimide). Solvent: C(C)#N (acetonitrile). Run at time 30 minute. Yields the product ClC=1C(=NC=C(C(=O)O)C1O)C (5-Chloro-4-hydroxy-6-methylnicotinic acid). Isolated yield 88.2%. Reaction SMILES: [OH:1][C:2]1[C:7]([C:8]([OH:10])=[O:9])=[CH:6][N:5]=[C:4]([CH3:11])[CH:3]=1.[Cl:12]N1C(=O)CCC1=O>C(#N)C>[Cl:12][C:3]1[C:4]([CH3:11])=[N:5][CH:6]=[C:7]([C:2]=1[OH:1])[C:8]([OH:10])=[O:9]. Procedure: Commercially available 4-hydroxy-6-methyl-nicotinic acid (300 mg) was suspended in 3 ml of acetonitrile, and N-chlorosuccinimide (380 mg) was then added to the suspension. The resulting mixture was stirred at room temperature for 30 minutes. Thereafter, the reaction solution was heated under reflux for 45 minutes. After the disappearance of the materials had been confirmed, the reaction solution was cooled on ice, and the precipitate was then collected by filtration, so as to obtain the title co... Reactants: ClC1=CC=C2C=CNC2=C1 (6-chloro-1H-indole), C1CC(=O)N(C1=O)I (NIS). Solvent: C1CCOC1 (THF). Reaction conditions: temperature 0 celsius. Yields the product ClC1=CC=C2C(=CNC2=C1)I (6-chloro-3-iodo-1H-indole). As a reaction SMILES: [Cl:1][C:2]1[CH:10]=[C:9]2[C:5]([CH:6]=[CH:7][NH:8]2)=[CH:4][CH:3]=1.C1C(=O)N([I:18])C(=O)C1>C1COCC1>[Cl:1][C:2]1[CH:10]=[C:9]2[C:5]([C:6]([I:18])=[CH:7][NH:8]2)=[CH:4][CH:3]=1. Procedure: A mixture of 6-chloro-1H-indole (2.0 g, 13.2 mmol) and NIS (4.45 g, 19.8 mmol) in THF (60 mL) is stirred at 0° C. After completion the reaction mixture is quenched by H2O. EtOAc is added and the organic layer is washed with brine, dried over MgSO4 and evaporated in vacuo. Silica gel flash chromatography of the residue affords 6-chloro-3-iodo-1H-indole as a colorless powder. A mixture of 6-chloro-3-iodo-1H-indole (4.14 g, 13.2 mmol), TsCl (3.77 g, 19.8 mmol), TBAHS (672 mg, 1.98 mmol) and NaOH (1... Starting materials: BrC1C(N(CC1)C)=O ((±)3-bromo-1-methyl-2-pyrrolidone), C1(=CC=CC=C1)P(C1=CC=CC=C1)C1=CC=CC=C1 (triphenylphosphine). Run in C1CCOC1 (THF). Yields the product [Br-].CN1C(C(CC1)[P+](C1=CC=CC=C1)(C1=CC=CC=C1)C1=CC=CC=C1)=O ((±)(1-methyl-2-pyrrolidon-3-yl)triphenylphosphonium bromide). The yield is 26.8%. As a reaction SMILES: [Br:1][CH:2]1[CH2:6][CH2:5][N:4]([CH3:7])[C:3]1=[O:8].[C:9]1([P:15]([C:22]2[CH:27]=[CH:26][CH:25]=[CH:24][CH:23]=2)[C:16]2[CH:21]=[CH:20][CH:19]=[CH:18][CH:17]=2)[CH:14]=[CH:13][CH:12]=[CH:11][CH:10]=1>C1COCC1>[Br-:1].[CH3:7][N:4]1[CH2:5][CH2:6][CH:2]([P+:15]([C:16]2[CH:17]=[CH:18][CH:19]=[CH:20][CH:21]=2)([C:22]2[CH:27]=[CH:26][CH:25]=[CH:24][CH:23]=2)[C:9]2[CH:10]=[CH:11][CH:12]=[CH:13][CH:14]=2)[C:3]1=[O:8] |f:3.4|. Procedure details: A solution of (±)3-bromo-1-methyl-2-pyrrolidone (1.40 g, 7.86 mmol) and triphenylphosphine (2 g, 7.62 mmol) in THF (50 ml) was refluxed for 2 days. After cooling to RT the white solid formed was filtered, washed thoroughly with THF and dried to give pure title compound (900 mg, 2.04 mmol, yield 26.8%). Reactants: COC(=O)COCC=CCN1C(=O)CCCC1C=CC(=O)Cc1ccccc1, CC#N. Yields the product COC(=O)COCC=CCN1C(=O)CCCC1CCC(=O)Cc1ccccc1. As a reaction SMILES: [CH3:1][O:2][C:3]([CH2:4][O:5][CH2:6][CH:7]=[CH:8][CH2:9][N:10]1[C:11](=[O:27])[CH2:12][CH2:13][CH2:14][CH:15]1[CH:16]=[CH:17][C:18]([CH2:19][c:20]1[cH:21][cH:22][cH:23][cH:24][cH:25]1)=[O:26])=[O:28].[CH3:29][C:30]#[N:31]>>[CH3:1][O:2][C:3]([CH2:4][O:5][CH2:6][CH:7]=[CH:8][CH2:9][N:10]1[C:11](=[O:27])[CH2:12][CH2:13][CH2:14][CH:15]1[CH2:16][CH2:17][C:18]([CH2:19][c:20]1[cH:21][cH:22][cH:23][cH:24][cH:25]1)=[O:26])=[O:28]. Starting materials: O=C(Cl)C=Cc1ccccc1, CN1CCCCC1CCc1ccccc1N, c1ccncc1. Yields the product CN1CCCCC1CCc1ccccc1NC(=O)C=Cc1ccccc1. Reaction SMILES: [C:1]([CH:2]=[CH:3][c:4]1[cH:5][cH:6][cH:7][cH:8][cH:9]1)(=[O:10])[Cl:11].[NH2:12][c:13]1[c:14]([CH2:15][CH2:16][CH:17]2[N:18]([CH3:23])[CH2:19][CH2:20][CH2:21][CH2:22]2)[cH:24][cH:25][cH:26][cH:27]1.[cH:28]1[cH:29][cH:30][n:31][cH:32][cH:33]1>>[C:1]([CH:2]=[CH:3][c:4]1[cH:5][cH:6][cH:7][cH:8][cH:9]1)(=[O:10])[NH:12][c:13]1[c:14]([CH2:15][CH2:16][CH:17]2[N:18]([CH3:23])[CH2:19][CH2:20][CH2:21][CH2:22]2)[cH:24][cH:25][cH:26][cH:27]1.